Dataset: the Open Reaction Database (ORD), a public repository of structured organic reaction records. Task: describe an organic reaction: reactants, conditions, products, and yield The reactants are C([O-])([O-])=O.[Na+].[Na+] (sodium carbonate), C(C)(=O)O (acetic acid), [F-].C(CCC)[N+](CCCC)(CCCC)CCCC (tetrabutylammonium fluoride), [Si](C)(C)(C(C)(C)C)OC(C(F)(F)F)C1=CN=C(S1)C(C)=O (1-(5-(1-(tert-butyldimethylsilyloxy)-2,2,2-trifluoroethyl) thiazol-2-yl)ethanone). The solvent is C1CCOC1 (THF). Conditions: time 1 hour. The product is FC(C(O)C1=CN=C(S1)C(C)=O)(F)F (1-(5-(2,2,2-trifluoro-1-hydroxyethyl)thiazol-2-yl)ethanone). As a reaction SMILES: [Si]([O:8][CH:9]([C:14]1[S:18][C:17]([C:19](=[O:21])[CH3:20])=[N:16][CH:15]=1)[C:10]([F:13])([F:12])[F:11])(C(C)(C)C)(C)C.C(O)(=O)C.[F-].C([N+](CCCC)(CCCC)CCCC)CCC.C(=O)([O-])[O-].[Na+].[Na+]>C1COCC1>[F:12][C:10]([F:11])([F:13])[CH:9]([C:14]1[S:18][C:17]([C:19](=[O:21])[CH3:20])=[N:16][CH:15]=1)[OH:8] |f:2.3,4.5.6|. Procedure: In THF (3 mL) was dissolved 1-(5-(1-(tert-butyldimethylsilyloxy)-2,2,2-trifluoroethyl) thiazol-2-yl)ethanone (356 mg, 1.05 mmol) obtained in Step 3. To the solution were added acetic acid (0.072 mL, 1.26 mmol) and tetrabutylammonium fluoride (1.0 mol/L solution in THF, 1.26 mL, 1.26 mmol) and the mixture was stirred at room temperature for 1 hour. A saturated aqueous sodium carbonate solution was added to the reaction mixture. Extraction with ethyl acetate, washing with a saturated aqueous ammon...